The task is: describe an organic reaction: reactants, conditions, products, and yield. This data is from the Open Reaction Database (ORD), a public repository of structured organic reaction records. Reagents/catalysts: O=C(O)C(F)(F)F (trifluoroacetic acid). Run at temperature 22 celsius, time 20 hour. Isolated yield 4.3%. As a reaction SMILES: CC1=CC=C(N)N=C1.[C-]#[N+]C1CCCCC1.CC1=C(C=C(C=O)C(O)=C1Br)N(=O)=O>>CC1=CN2C(C=C1)=NC(=C2NC1CCCCC1)C1=CC(=C(C)C(Br)=C1O)N(=O)=O. Solvent: CC(C)O (isopropyl alcohol), CC(C)O (isopropylalcohol). The product is Cc1ccc2nc(c3cc(c(C)c(c3O)[Br])[N+]([O-])=O)c(NC3CCCCC3)n2c1. The reactants are Cc1c(cc(C=O)c(c1[Br])O)[N+]([O-])=O, CC1=CN=C(C=C1)N, [C-]#[N+]C1CCCCC1. Starting materials: CC(C)([O-])C.[K+] (potassium t-butoxide), C1(=CC=CC=C1)S (thiophenol), COC(=O)C12C(CC(C2C1)O[Si](C)(C)C)=O (2-oxo-4-trimethylsilyloxy-bicyclo[3.1.0] hexane-1-carboxylic acid methyl ester). Product: COC(=O)C1C(CC(C1CSC1=CC=CC=C1)O[Si](C)(C)C)=O (2-oxo-5-phenylthiomethyl-4-trimethylsilyloxy-cyclopentanecarboxylic acid methyl ester). The yield is 66.7%. RXN SMILES: CC(C)([O-])C.[K+].[C:7]1([SH:13])[CH:12]=[CH:11][CH:10]=[CH:9][CH:8]=1.[CH3:14][O:15][C:16]([C:18]12[CH2:23][CH:22]1[CH:21]([O:24][Si:25]([CH3:28])([CH3:27])[CH3:26])[CH2:20][C:19]2=[O:29])=[O:17]>>[CH3:14][O:15][C:16]([CH:18]1[CH:22]([CH2:23][S:13][C:7]2[CH:12]=[CH:11][CH:10]=[CH:9][CH:8]=2)[CH:21]([O:24][Si:25]([CH3:26])([CH3:28])[CH3:27])[CH2:20][C:19]1=[O:29])=[O:17] |f:0.1|. Procedure: In accordance with the process of Preparation 3, potassium t-butoxide (246 mg; 2.2 mmol), thiophenol (220 mg; 2 mmol) and 2-oxo-4-trimethylsilyloxy-bicyclo[3.1.0] hexane-1-carboxylic acid methyl ester (484 mg; 2 mmol) were used to obtain 470 mg of 2-oxo-5-phenylthiomethyl-4-trimethylsilyloxy-cyclopentanecarboxylic acid methyl ester as a viscous oil. The reactants are [C]=O (carbon monoxide), C(=O)C=C (acrolein), [H][H] (hydrogen), C(C=C)O (allyl alcohol), OCCCC=O (4-hydroxybutanal), [H][H] (hydrogen), ( 2 ), ( 1 ), C(C=C)O (allyl alcohol). The reagents and catalysts are [Cd].[Ag] (silver-cadmium), [Ag] (silver), [Cd] (cadmium). Yields the product ( 4 ), OCCCC=O (4-hydroxybutanal), C(CCCO)O (1,4-butanediol). Reaction SMILES: C(C=C)=O.[H][H].C(O)C=C.[C]=O.[OH:13][CH2:14][CH2:15][CH2:16][CH:17]=[O:18]>[Cd].[Ag].[Ag].[Cd]>[OH:18][CH2:17][CH2:16][CH2:15][CH:14]=[O:13].[CH2:17]([OH:18])[CH2:16][CH2:15][CH2:14][OH:13] |f:5.6,^3:10|. Procedure details: One or more objects of the present invention are accomplished by the provision of a process for producing 1,4-butanediol which comprises (1) reacting acrolein with hydrogen in the vapor phase in the presence of a catalyst comprising a silver-cadmium alloy, wherein the atomic ratio of silver to cadmium in the alloy is in the range between about 0.1 and 3 to 1, to yield a hydrogenation product mixture containing allyl alcohol; (2) contacting the allyl alcohol product mixture with hydrogen and carb... The reactants are C(C)=O (acetaldehyde), (4R,9aR)-6-bromo-4-methyl-1,2,3,4,9,9a-hexahydro-1H-2,4a,5-triaza-fluorene-2-carboxylic acid tert-butyl ester, C(CCC)[Li] (butyl lithium), O1CCCC1 (tetrahydrofuran). Run in hexanes. Conditions: time 1 hour. The product is CCCC(C)C.C(C)(=O)OCC (isohexane ethyl acetate), (4R,9aR)-6-(1(RS)-ethanol)-iodo-4-methyl-1,2,3,4,9,9a-hexahydro-1H-2,4a,5-triaza-fluorene-2-carboxylic acid tert-butyl ester. RXN SMILES: [CH2:1]([Li])[CH2:2][CH2:3]C.[CH:6](=[O:8])[CH3:7].[O:9]1[CH2:13][CH2:12][CH2:11][CH2:10]1>>[CH3:1][CH2:2][CH2:3][CH:6]([CH3:7])[CH3:10].[C:10]([O:9][CH2:13][CH3:12])(=[O:8])[CH3:11] |f:3.4|. Reported procedure: To a stirred solution of (4R,9aR)-6-bromo-4-methyl-1,2,3,4,9,9a-hexahydro-1H-2,4a,5-triaza-fluorene-2-carboxylic acid tert-butyl ester (1.0 g) in dry tetrahydrofuran (30 mL) at −78° C. under argon was added dropwise a solution of butyl lithium in hexanes (2.5M, 1.2 mL). The mixture was stirred for 1 h then acetaldehyde (0.31 mL) was added dropwise. The mixture was warmed to room temperature, stirred for 30 minutes then partitioned between ethyl acetate (50 mL) and aqueous ammonium chloride solut... The reactants are Cc1cc(OCc2ccccc2)ccc1C=O, CCOC(=O)CP(=O)(OCC)OCC, CCO, [Na]. The product is CCOC(=O)C=Cc1ccc(OCc2ccccc2)cc1C. Reaction SMILES: [CH2:1]([c:2]1[cH:3][cH:4][cH:5][cH:6][cH:7]1)[O:8][c:9]1[cH:10][c:11]([CH3:17])[c:12]([CH:13]=[O:14])[cH:15][cH:16]1.[CH3:18][CH2:19][O:20][C:21](=[O:22])[CH2:23][P:24]([O:25][CH2:26][CH3:27])([O:28][CH2:29][CH3:30])=[O:31].[CH3:33][CH2:34][OH:35].[Na:32]>>[CH2:1]([c:2]1[cH:3][cH:4][cH:5][cH:6][cH:7]1)[O:8][c:9]1[cH:10][c:11]([CH3:17])[c:12]([CH:13]=[CH:23][C:21]([O:20][CH2:19][CH3:18])=[O:22])[cH:15][cH:16]1. Starting materials: BrC1=CC(=C(OC2=C(C=CC=C2)NS(=O)(=O)C2=CC=C(C(=O)NCC(=O)O)C=C2)C=C1)Cl ({4-[2-(4-bromo-2-chloro-phenoxy)-phenylsulfamoyl]-benzoylamino}-acetic acid), OC1CCNCC1 (4-hydroxypiperidine). Product: BrC1=CC(=C(OC2=C(C=CC=C2)NS(=O)(=O)C2=CC=C(C(=O)NCC(=O)N3CCC(CC3)O)C=C2)C=C1)Cl (4-[2-(4-Bromo-2-chloro-phenoxy)-phenylsulfamoyl]-N-[2-(4-hydroxy-piperidin-1-yl)-2-oxo-ethyl]-benzamide). RXN SMILES: [Br:1][C:2]1[CH:31]=[CH:30][C:5]([O:6][C:7]2[CH:12]=[CH:11][CH:10]=[CH:9][C:8]=2[NH:13][S:14]([C:17]2[CH:29]=[CH:28][C:20]([C:21]([NH:23][CH2:24][C:25](O)=[O:26])=[O:22])=[CH:19][CH:18]=2)(=[O:16])=[O:15])=[C:4]([Cl:32])[CH:3]=1.[OH:33][CH:34]1[CH2:39][CH2:38][NH:37][CH2:36][CH2:35]1>>[Br:1][C:2]1[CH:31]=[CH:30][C:5]([O:6][C:7]2[CH:12]=[CH:11][CH:10]=[CH:9][C:8]=2[NH:13][S:14]([C:17]2[CH:29]=[CH:28][C:20]([C:21]([NH:23][CH2:24][C:25]([N:37]3[CH2:38][CH2:39][CH:34]([OH:33])[CH2:35][CH2:36]3)=[O:26])=[O:22])=[CH:19][CH:18]=2)(=[O:15])=[O:16])=[C:4]([Cl:32])[CH:3]=1. Procedure details: The title compound was prepared from {4-[2-(4-bromo-2-chloro-phenoxy)-phenylsulfamoyl]-benzoylamino}-acetic acid and 4-hydroxypiperidine according to the method described in Example 1.1/f. MS (EI) 623.3 (MH+). Reactants: OC1=NC=C(C=C1[N+](=O)[O-])C(F)(F)F (2-hydroxy-3-nitro-5-trifluoromethylpyridine), [H][H] (hydrogen). The reagents and catalysts are [Pd] (palladium on carbon). The solvent is CO (methanol). Yields the product NC=1C(=NC=C(C1)C(F)(F)F)O (3-amino-2-hydroxy-5-trifluoromethylpyridine). The yield is 99.3%. As a reaction SMILES: [OH:1][C:2]1[C:7]([N+:8]([O-])=O)=[CH:6][C:5]([C:11]([F:14])([F:13])[F:12])=[CH:4][N:3]=1.[H][H]>[Pd].CO>[NH2:8][C:7]1[C:2]([OH:1])=[N:3][CH:4]=[C:5]([C:11]([F:14])([F:12])[F:13])[CH:6]=1. Procedure details: A mixture of 3.13 g of 2-hydroxy-3-nitro-5-trifluoromethylpyridine, 40 ml of methanol and 0.85 g of 5% palladium on carbon was stirred under about one atmosphere of hydrogen at room temperature for two hours. The reaction mixture was filtered through Celite™. The filtrate was concentrated under reduced pressure to give 2.66 g of 3-amino-2-hydroxy-5-trifluoromethylpyridine. Starting materials: FC=1C=C(CN2C(=NC=C2CN2CCN(CC2)C)S)C=C(C1)F (1-(3,5-difluorobenzyl)-5-[(4-methyl-1-piperazinyl)methyl]imidazole-2-thiol), CI (methyl iodide), C[O-].[Na+] (sodium methoxide). Solvent: CO (methanol). Product: FC=1C=C(CN2C=NC=C2CN2CCN(CC2)C)C=C(C1)F.CSC=1NC=CN1 (1-(3,5-difluorobenzyl)-5-[(4-methyl-1-piperazinyl)methyl]imidazole 2-methylthioimidazole). As a reaction SMILES: [F:1][C:2]1[CH:3]=[C:4]([CH:20]=[C:21]([F:23])[CH:22]=1)[CH2:5][N:6]1[C:10]([CH2:11][N:12]2[CH2:17][CH2:16][N:15]([CH3:18])[CH2:14][CH2:13]2)=[CH:9][N:8]=[C:7]1[SH:19].[CH3:24]I.C[O-].[Na+]>CO>[F:1][C:2]1[CH:3]=[C:4]([CH:20]=[C:21]([F:23])[CH:22]=1)[CH2:5][N:6]1[C:10]([CH2:11][N:12]2[CH2:13][CH2:14][N:15]([CH3:18])[CH2:16][CH2:17]2)=[CH:9][N:8]=[CH:7]1.[CH3:24][S:19][C:7]1[NH:8][CH:9]=[CH:10][N:6]=1 |f:2.3,5.6|. Procedure: Reaction of 1-(3,5-difluorobenzyl)-5-[(4-methyl-1-piperazinyl)methyl]imidazole-2-thiol prepared as in Example 1 with methyl iodide and sodium methoxide in methanol by known techniques yields 1-(3,5-difluorobenzyl)-5-[(4-methyl-1-piperazinyl)methyl]imidazole-2-methylthioimidazole. The reactants are CC(=O)OC(C)(C)C, CO, [Li], O=S(=O)(O)O, O=C(O)c1cccc(-n2ccnc2)c1, COC(=O)c1cccc(-n2ccnc2)c1. The product is CC(C)(C)OC(=O)CC(=O)c1cccc(-n2ccnc2)c1. Reaction SMILES: [C:30]([CH3:31])(=[O:32])[O:33][C:34]([CH3:35])([CH3:36])[CH3:37].[CH3:44][OH:45].[Li:38].[S:39](=[O:40])(=[O:41])([OH:42])[OH:43].[n:16]1(-[c:17]2[cH:18][c:19]([C:23]([OH:24])=[O:25])[cH:20][cH:21][cH:22]2)[cH:26][cH:27][n:28][cH:29]1.[n:1]1(-[c:6]2[cH:7][c:8]([C:9]([O:11][CH3:10])=[O:12])[cH:13][cH:14][cH:15]2)[cH:2][n:3][cH:4][cH:5]1>>[n:1]1(-[c:6]2[cH:7][c:8]([C:9](=[O:11])[CH2:31][C:30](=[O:32])[O:33][C:34]([CH3:35])([CH3:36])[CH3:37])[cH:13][cH:14][cH:15]2)[cH:2][n:3][cH:4][cH:5]1.